This data is from the Open Reaction Database (ORD), a public repository of structured organic reaction records. The task is: describe an organic reaction: reactants, conditions, products, and yield Starting materials: CC(C)(C)OC(=O)NC1CCN(CCC2CSC(c3cc4cc(Cl)cc(NC5CCOCC5)c4[nH]3)=N2)C1, ClCCl, Cl, C1COCCO1. Product: NC1CCN(CCC2CSC(c3cc4cc(Cl)cc(NC5CCOCC5)c4[nH]3)=N2)C1. RXN SMILES: [C:1]([O:2][C:3](=[O:4])[NH:7][CH:8]1[CH2:9][N:10]([CH2:13][CH2:14][CH:15]2[N:16]=[C:17]([c:20]3[nH:21][c:22]4[c:23]([NH:30][CH:31]5[CH2:32][CH2:33][O:34][CH2:35][CH2:36]5)[cH:24][c:25]([Cl:29])[cH:26][c:27]4[cH:28]3)[S:18][CH2:19]2)[CH2:11][CH2:12]1)([CH3:5])([CH3:6])[CH3:37].[Cl:45][CH2:46][Cl:47].[ClH:44].[O:38]1[CH2:39][CH2:40][O:41][CH2:42][CH2:43]1>>[NH2:7][CH:8]1[CH2:9][N:10]([CH2:13][CH2:14][CH:15]2[N:16]=[C:17]([c:20]3[nH:21][c:22]4[c:23]([NH:30][CH:31]5[CH2:32][CH2:33][O:34][CH2:35][CH2:36]5)[cH:24][c:25]([Cl:29])[cH:26][c:27]4[cH:28]3)[S:18][CH2:19]2)[CH2:11][CH2:12]1. Starting materials: ClC1=C(CN2N=C(C3=CC(=C(C=C23)C(=O)O)OC)C)C(=CC=C1)Cl (1-(2,6-dichlorobenzyl)-5-methoxy-3-methyl-1H-indazole-6-carboxylic acid), [Br-].[Br-].[Br-].B (borane tribromide). The solvent is C(Cl)Cl (methylenechloride), C(Cl)Cl (methylenechloride). Run at temperature 0 celsius, time 3 hour. Yields the product ClC1=C(CN2N=C(C3=CC(=C(C=C23)C(=O)O)O)C)C(=CC=C1)Cl (1-(2,6-dichlorobenzyl)-5-hydroxy-3-methyl-1H-indazole-6-carboxylic acid). Isolated yield 52.0%. As a reaction SMILES: [Cl:1][C:2]1[CH:23]=[CH:22][CH:21]=[C:20]([Cl:24])[C:3]=1[CH2:4][N:5]1[C:13]2[C:8](=[CH:9][C:10]([O:17]C)=[C:11]([C:14]([OH:16])=[O:15])[CH:12]=2)[C:7]([CH3:19])=[N:6]1.[Br-].[Br-].[Br-].B>C(Cl)Cl>[Cl:24][C:20]1[CH:21]=[CH:22][CH:23]=[C:2]([Cl:1])[C:3]=1[CH2:4][N:5]1[C:13]2[C:8](=[CH:9][C:10]([OH:17])=[C:11]([C:14]([OH:16])=[O:15])[CH:12]=2)[C:7]([CH3:19])=[N:6]1 |f:1.2.3.4|. Procedure: To a suspension of the compound [179](7.4 mg) in methylenechloride (0.2 mL) was added 1M methylenechloride solution of borane tribromide (0.2 mL) under ice-cooling, and then the reaction mixture was stirred at 0° C. for 3 hours. The reaction mixture was quenched with water, and extracted with ethyl acetate. The obtained organic layer was dried over anhydrous sodium sulfate, filtered, and the filtrate was concentrated under reduced pressure. The obtained residue was purified by reverse phase prep... Reactants: [OH-].[Na+] (sodium hydroxide), C(C)(=O)NC(COC(C)=O)(COC(C)=O)CCCCCCCCCCCCCCCCCC (2-Acetamido-1,3-diacetoxy-2-octadecylpropane), Cl (hydrochloric acid). The solvent is CO (methanol). Product: Cl.NC(CO)(CO)CCCCCCCCCCCCCCCCCC (2-amino-2-octadecyl-1,3-propanediol hydrochloride). As a reaction SMILES: C([NH:4][C:5]([CH2:16][CH2:17][CH2:18][CH2:19][CH2:20][CH2:21][CH2:22][CH2:23][CH2:24][CH2:25][CH2:26][CH2:27][CH2:28][CH2:29][CH2:30][CH2:31][CH2:32][CH3:33])([CH2:11][O:12]C(=O)C)[CH2:6][O:7]C(=O)C)(=O)C.[OH-].[Na+].[ClH:36]>CO>[ClH:36].[NH2:4][C:5]([CH2:16][CH2:17][CH2:18][CH2:19][CH2:20][CH2:21][CH2:22][CH2:23][CH2:24][CH2:25][CH2:26][CH2:27][CH2:28][CH2:29][CH2:30][CH2:31][CH2:32][CH3:33])([CH2:6][OH:7])[CH2:11][OH:12] |f:1.2,5.6|. Procedure: 2-Acetamido-1,3-diacetoxy-2-octadecylpropane (1.00 g) was dissolved in 26 ml of methanol and 6.4 ml of a 1 N aqueous sodium hydroxide solution was added thereto. The mixture was refluxed under heating for 6 hours. The mixture was neutralized with a 1 N aqueous hydrochloric acid solution and concentrated under reduced pressure. The concentrate was washed with water and ethyl acetate:hexane=1:1 in order to give 639 mg of 2-amino-2-octadecyl-1,3-propanediol hydrochloride. Starting materials: C1(=CC=CC=C1)C1=NOC(CN1)CCl (3-phenyl-6-chloromethyl-5,6-dihydro-4H-1,2,4-oxadiazine), C1(CCCCC1)N (cyclohexyl amine). Yields the product Cl.Cl.C1(=CC=CC=C1)C1=NOC(CN1)CNC1CCCCC1 (3-phenyl-6-cyclohexylaminomethyl-5,6-dihydro-4H-1,2,4-oxadiazine dihydrochloride). RXN SMILES: [C:1]1([C:7]2[NH:12][CH2:11][CH:10]([CH2:13][Cl:14])[O:9][N:8]=2)[CH:6]=[CH:5][CH:4]=[CH:3][CH:2]=1.[CH:15]1([NH2:21])[CH2:20][CH2:19][CH2:18][CH2:17][CH2:16]1>>[ClH:14].[ClH:14].[C:1]1([C:7]2[NH:12][CH2:11][CH:10]([CH2:13][NH:21][CH:15]3[CH2:20][CH2:19][CH2:18][CH2:17][CH2:16]3)[O:9][N:8]=2)[CH:6]=[CH:5][CH:4]=[CH:3][CH:2]=1 |f:2.3.4|. Reported procedure: To 5.0 g. of 3-phenyl-6-chloromethyl-5,6-dihydro-4H-1,2,4-oxadiazine (Chem. Ber. 108, 1911 (1975) 37 ml. of cyclohexyl amine are added. The reaction mixture is then refluxed for 10 hours. The excess of cyclohexyl amine is evaporated in vacuo and to the evaporation residue 100 ml. of ethyl acetate are added. The mixture is brought to the boil and the insoluble substances are filtered off while hot. The mother liquor is evaporated in vacuo, the residue is dissolved in isopropanol and the solution ... The reactants are C[S-], CN1CCN(C)C1=O, CC(C)n1nc(-c2nc(Br)c(N)nc2-c2ccccc2)ccc1=O, [Na+], O. Yields the product CSc1nc(-c2ccc(=O)n(C(C)C)n2)c(-c2ccccc2)nc1N. Reaction SMILES: [CH3:25][S-:26].[CH3:29][N:30]1[CH2:31][CH2:32][N:33]([CH3:34])[C:35]1=[O:36].[NH2:1][c:2]1[n:3][c:4](-[c:19]2[cH:20][cH:21][cH:22][cH:23][cH:24]2)[c:5](-[c:9]2[cH:10][cH:11][c:12](=[O:18])[n:13]([CH:15]([CH3:16])[CH3:17])[n:14]2)[n:6][c:7]1[Br:8].[Na+:27].[OH2:28]>>[NH2:1][c:2]1[n:3][c:4](-[c:19]2[cH:20][cH:21][cH:22][cH:23][cH:24]2)[c:5](-[c:9]2[cH:10][cH:11][c:12](=[O:18])[n:13]([CH:15]([CH3:16])[CH3:17])[n:14]2)[n:6][c:7]1[S:26][CH3:25]. Starting materials: COC(=O)c1ccc2c(c1)OCC2(C)c1cc2c(cc1C)C(C)(C)CCC2(C)C, CCOC(C)=O, CCCCCCC, [Li+], [Na+], [OH-], [OH-]. The product is Cc1cc2c(cc1C1(C)COc3cc(C(=O)O)ccc31)C(C)(C)CCC2(C)C. RXN SMILES: [CH3:1][c:2]1[c:3]([C:16]2([CH3:29])[CH2:17][O:18][c:19]3[c:20]2[cH:21][cH:22][c:23]([C:25](=[O:26])[O:27][CH3:28])[cH:24]3)[cH:4][c:5]2[c:10]([cH:11]1)[C:9]([CH3:12])([CH3:13])[CH2:8][CH2:7][C:6]2([CH3:14])[CH3:15].[CH3:34][CH2:35][O:36][C:37]([CH3:38])=[O:39].[CH3:40][CH2:41][CH2:42][CH2:43][CH2:44][CH2:45][CH3:46].[Li+:32].[Na+:31].[OH-:30].[OH-:33]>>[CH3:1][c:2]1[c:3]([C:16]2([CH3:29])[CH2:17][O:18][c:19]3[c:20]2[cH:21][cH:22][c:23]([C:25](=[O:26])[OH:27])[cH:24]3)[cH:4][c:5]2[c:10]([cH:11]1)[C:9]([CH3:12])([CH3:13])[CH2:8][CH2:7][C:6]2([CH3:14])[CH3:15].